describe an organic reaction: reactants, conditions, products, and yield From a dataset of the Open Reaction Database (ORD), a public repository of structured organic reaction records. The reactants are COc1cc(Nc2c(C#N)cnc3cc(C=CC(=O)OC(C)(C)C)ccc23)c(Cl)cc1Cl, CCOCC, CCCCCC, ClCCl, O=C(O)C(F)(F)F. Yields the product COc1cc(Nc2c(C#N)cnc3cc(C=CC(=O)O)ccc23)c(Cl)cc1Cl. Reaction SMILES: [C:1](#[N:2])[c:3]1[cH:4][n:5][c:6]2[cH:7][c:8]([CH:24]=[CH:25][C:26](=[O:27])[O:28][C:29]([CH3:30])([CH3:31])[CH3:32])[cH:9][cH:10][c:11]2[c:12]1[NH:13][c:14]1[c:15]([Cl:23])[cH:16][c:17]([Cl:22])[c:18]([O:20][CH3:21])[cH:19]1.[CH3:43][CH2:44][O:45][CH2:46][CH3:47].[CH3:48][CH2:49][CH2:50][CH2:51][CH2:52][CH3:53].[Cl:33][CH2:34][Cl:35].[OH:36][C:37]([C:38]([F:39])([F:40])[F:41])=[O:42]>>[C:1](#[N:2])[c:3]1[cH:4][n:5][c:6]2[cH:7][c:8]([CH:24]=[CH:25][C:26](=[O:27])[OH:28])[cH:9][cH:10][c:11]2[c:12]1[NH:13][c:14]1[c:15]([Cl:23])[cH:16][c:17]([Cl:22])[c:18]([O:20][CH3:21])[cH:19]1. The reactants are CC1(OCCO1)C1=CC=C(O1)CN1N=CC(=N1)N (2-[5-(2-methyl-[1,3]dioxolan-2-yl)-furan-2-ylmethyl]-2H-[1,2,3]triazol-4-ylamine), C1(=C(C=CC=C1)C1=C(N=C(O1)C)C(=O)O)C (5-(o-tolyl)-2-methyl-oxazole-4-carboxylic acid). As a reaction SMILES: [CH3:1][C:2]1([C:7]2[O:11][C:10]([CH2:12][N:13]3[N:17]=[C:16]([NH2:18])[CH:15]=[N:14]3)=[CH:9][CH:8]=2)[O:6]CCO1.[C:19]1([CH3:34])[CH:24]=[CH:23][CH:22]=[CH:21][C:20]=1[C:25]1[O:29][C:28]([CH3:30])=[N:27][C:26]=1[C:31](O)=[O:32]>>[C:2]([C:7]1[O:11][C:10]([CH2:12][N:13]2[N:17]=[C:16]([NH:18][C:31]([C:26]3[N:27]=[C:28]([CH3:30])[O:29][C:25]=3[C:20]3[CH:21]=[CH:22][CH:23]=[CH:24][C:19]=3[CH3:34])=[O:32])[CH:15]=[N:14]2)=[CH:9][CH:8]=1)(=[O:6])[CH3:1]. Product: C(C)(=O)C1=CC=C(O1)CN1N=CC(=N1)NC(=O)C=1N=C(OC1C1=C(C=CC=C1)C)C (2-Methyl-5-o-tolyl-oxazole-4-carboxylic acid [2-(5-acetyl-furan-2-ylmethyl)-2H-[1,2,3]triazol-4-yl]-amide). Reported procedure: Following general procedure A followed by L, starting from 2-[5-(2-methyl-[1,3]dioxolan-2-yl)-furan-2-ylmethyl]-2H-[1,2,3]triazol-4-ylamine and 5-(o-tolyl)-2-methyl-oxazole-4-carboxylic acid. The reactants are C(C1=CC=CC=C1)C1(CCNCC1)C#N (4-benzyl-4-cyanopiperidine), Cl (hydrogen chloride), C(C1=CC=CC=C1)(=O)N1CC(CCC1)(CCCOS(=O)(=O)C)C1=CC(=C(C=C1)Cl)Cl (1-Benzoyl-3-(3,4-dichlorophenyl)-3-[3-(methanesulfonyloxy)propyl]piperidine), C(=O)([O-])[O-].[K+].[K+] (K2CO3). The solvent is CN(C)C=O (DMF). Yields the product O.Cl.C(C1=CC=CC=C1)(=O)N1CC(CCC1)(C1=CC(=C(C=C1)Cl)Cl)CCCN1CCC(CC1)(C#N)CC1=CC=CC=C1 (1-Benzoyl-3-[3-(4-benzyl-4-cyanopiperid-1-yl)propyl]-3-(3,4-dichlorophenyl)piperidine hydrochloride monohydrate). Yield: 83.8%. As a reaction SMILES: [CH2:1]([C:8]1([C:14]#[N:15])[CH2:13][CH2:12][NH:11][CH2:10][CH2:9]1)[C:2]1[CH:7]=[CH:6][CH:5]=[CH:4][CH:3]=1.[C:16]([N:24]1[CH2:29][CH2:28][CH2:27][C:26]([C:38]2[CH:43]=[CH:42][C:41]([Cl:44])=[C:40]([Cl:45])[CH:39]=2)([CH2:30][CH2:31][CH2:32]OS(C)(=O)=O)[CH2:25]1)(=[O:23])[C:17]1[CH:22]=[CH:21][CH:20]=[CH:19][CH:18]=1.C([O-])([O-])=O.[K+].[K+].Cl>CN(C=O)C>[OH2:23].[ClH:44].[C:16]([N:24]1[CH2:29][CH2:28][CH2:27][C:26]([CH2:30][CH2:31][CH2:32][N:11]2[CH2:10][CH2:9][C:8]([CH2:1][C:2]3[CH:7]=[CH:6][CH:5]=[CH:4][CH:3]=3)([C:14]#[N:15])[CH2:13][CH2:12]2)([C:38]2[CH:43]=[CH:42][C:41]([Cl:44])=[C:40]([Cl:45])[CH:39]=2)[CH2:25]1)(=[O:23])[C:17]1[CH:18]=[CH:19][CH:20]=[CH:21][CH:22]=1 |f:2.3.4,7.8.9|. Reported procedure: This compound is prepared by the procedure described in EXAMPLE 4, starting from 2.5 g of 4-benzyl-4-cyanopiperidine, 5 g of the compound obtained in step B of EXAMPLE 1, 3.7 g of K2CO3 and 50 ml of DMF. The product obtained is chromatographed on silica H using DCM and then a DCM/MeOH mixture (97/3; v/v) as the eluent. The product obtained is taken up with ethereal hydrogen chloride and the solvent is evaporated off under vacuum to give 2.8 g of the expected product after crystallization from is...